From a dataset of the Open Reaction Database (ORD), a public repository of structured organic reaction records. describe an organic reaction: reactants, conditions, products, and yield Reactants: ClC1=C(C=NC2=CC(=C(C=C12)OC)C=1C(=NOC1C)C)[N+](=O)[O-] (4-(4-chloro-6-methoxy-3-nitroquinolin-7-yl)-3,5-dimethylisoxazole), COCC(C)N (1-methoxypropan-2-amine). Solvent: O1CCOCC1 (1,4-dioxane). Run at temperature 70 celsius. The product is CC1=NOC(=C1C1=C(C=C2C(=C(C=NC2=C1)[N+](=O)[O-])NC(COC)C)OC)C (7-(3,5-dimethylisoxazol-4-yl)-6-methoxy-N-(1-methoxypropan-2-yl)-3-nitroquinolin-4-amine). Isolated yield 111.5%. Reaction SMILES: Cl[C:2]1[C:11]2[C:6](=[CH:7][C:8]([C:14]3[C:15]([CH3:20])=[N:16][O:17][C:18]=3[CH3:19])=[C:9]([O:12][CH3:13])[CH:10]=2)[N:5]=[CH:4][C:3]=1[N+:21]([O-:23])=[O:22].[CH3:24][O:25][CH2:26][CH:27]([NH2:29])[CH3:28]>O1CCOCC1>[CH3:20][C:15]1[C:14]([C:8]2[CH:7]=[C:6]3[C:11]([C:2]([NH:29][CH:27]([CH3:28])[CH2:26][O:25][CH3:24])=[C:3]([N+:21]([O-:23])=[O:22])[CH:4]=[N:5]3)=[CH:10][C:9]=2[O:12][CH3:13])=[C:18]([CH3:19])[O:17][N:16]=1. Procedure details: To a solution of 4-(4-chloro-6-methoxy-3-nitroquinolin-7-yl)-3,5-dimethylisoxazole (Manchester Organics) (20 g, 59.9 mmol) in 1,4-dioxane (200 ml) was added 1-methoxypropan-2-amine (31.6 ml, 300 mmol) and the reaction mixture heated at 70° C. for 1.5 h. The solvent was removed under reduced pressure and the resulting solid partitioned between ethyl acetate (3×750 ml) and water (750 ml). The organic layers were combined, dried (hydrophobic frit) and evaporated under reduced pressure to give 7-(3,... Starting materials: Cc1cc(C)c(Nc2nc(Nc3ccc(C#N)cc3)ncc2[N+](=O)[O-])c(C)c1, CCO, NN. Product: Cc1cc(C)c(Nc2nc(Nc3ccc(C#N)cc3)ncc2N)c(C)c1. RXN SMILES: [CH3:1][c:2]1[c:3]([NH:10][c:11]2[n:12][c:13]([NH:20][c:21]3[cH:22][cH:23][c:24]([C:25]#[N:26])[cH:27][cH:28]3)[n:14][cH:15][c:16]2[N+:17]([O-:18])=[O:19])[c:4]([CH3:9])[cH:5][c:6]([CH3:8])[cH:7]1.[CH3:31][CH2:32][OH:33].[NH2:29][NH2:30]>>[CH3:1][c:2]1[c:3]([NH:10][c:11]2[n:12][c:13]([NH:20][c:21]3[cH:22][cH:23][c:24]([C:25]#[N:26])[cH:27][cH:28]3)[n:14][cH:15][c:16]2[NH2:17])[c:4]([CH3:9])[cH:5][c:6]([CH3:8])[cH:7]1. The reactants are C(C1=CC=CC=C1)N1CC2CCC(C1)C2(O)C (3-benzyl-8-methyl-3-azabicyclo[3.2.1]octan-8-ol), N#N (N2). The reagents and catalysts are [Pd] (Pd/C), [Pd] (Pd/C). The solvent is CO (MeOH). Run at time 8 hour. Product: CC1(C2CNCC1CC2)O (8-methyl-3-azabicyclo[3.2.1]octan-8-ol). Isolated yield 103.3%. As a reaction SMILES: C([N:8]1[CH2:14][CH:13]2[C:15]([CH3:17])([OH:16])[CH:10]([CH2:11][CH2:12]2)[CH2:9]1)C1C=CC=CC=1.N#N>CO.[Pd]>[CH3:17][C:15]1([OH:16])[CH:13]2[CH2:12][CH2:11][CH:10]1[CH2:9][NH:8][CH2:14]2. Procedure details: A sample of 3-benzyl-8-methyl-3-azabicyclo[3.2.1]octan-8-ol (110 mg, 0.48 mmol) was dissolved in MeOH (20 ml) and the atmosphere was replaced with N2 (3×). 10% Pd/C (cat.) was added and the atmosphere was replaced with H2 (3×). The resulting reaction mixture was stirred at RT at balloon pressure overnight. When TLC showed no more UV active spot the Pd/C was filtered off (always keeping wet with MeOH) and the filtrate was concentrated which gave 8-methyl-3-azabicyclo[3.2.1]octan-8-ol (70 mg, 99% ... The reactants are CCCCCCCCCCCNC(=O)C(CC(=O)OC(C)(C)C)NC(=O)OCC1c2ccccc2-c2ccccc21, CO, O=C(O)C(F)(F)F. Yields the product CCCCCCCCCCCNC(=O)C(CC(=O)O)NC(=O)OCC1c2ccccc2-c2ccccc21. RXN SMILES: [C:1]([CH3:2])([CH3:3])([CH3:4])[O:5][C:6]([CH2:7][CH:8]([C:9](=[O:10])[NH:11][CH2:12][CH2:13][CH2:14][CH2:15][CH2:16][CH2:17][CH2:18][CH2:19][CH2:20][CH2:21][CH3:22])[NH:23][C:24](=[O:25])[O:26][CH2:27][CH:28]1[c:29]2[cH:30][cH:31][cH:32][cH:33][c:34]2-[c:35]2[cH:36][cH:37][cH:38][cH:39][c:40]21)=[O:41].[CH3:49][OH:50].[F:42][C:43]([F:44])([F:45])[C:46]([OH:47])=[O:48]>>[O:5]=[C:6]([CH2:7][CH:8]([C:9](=[O:10])[NH:11][CH2:12][CH2:13][CH2:14][CH2:15][CH2:16][CH2:17][CH2:18][CH2:19][CH2:20][CH2:21][CH3:22])[NH:23][C:24](=[O:25])[O:26][CH2:27][CH:28]1[c:29]2[cH:30][cH:31][cH:32][cH:33][c:34]2-[c:35]2[cH:36][cH:37][cH:38][cH:39][c:40]21)[OH:41]. The reactants are CCO, CC1(c2cccc(Cn3ccc([N+](=O)[O-])n3)n2)OCCO1, [Cl-], [Fe], N#N, [NH4+], O. The product is CC1(c2cccc(Cn3ccc(N)n3)n2)OCCO1. Reaction SMILES: [CH3:26][CH2:27][OH:28].[CH3:3][C:4]1([c:9]2[n:10][c:11]([CH2:15][n:16]3[n:17][c:18]([N+:21]([O-:22])=[O:23])[cH:19][cH:20]3)[cH:12][cH:13][cH:14]2)[O:5][CH2:6][CH2:7][O:8]1.[Cl-:24].[Fe:30].[N:1]#[N:2].[NH4+:25].[OH2:29]>>[CH3:3][C:4]1([c:9]2[n:10][c:11]([CH2:15][n:16]3[n:17][c:18]([NH2:21])[cH:19][cH:20]3)[cH:12][cH:13][cH:14]2)[O:5][CH2:6][CH2:7][O:8]1. Run at temperature 70 celsius, time 7 hour. Run in CN(C=O)C (N,N-dimethylformamide). Reported procedure: A mixture of 2-(diaminomethyleneamino)-4-[5-(3-cyano-2-methyl-1-isothioureido)methylfuran-2-yl]thiazole (1.10 g) and monoethanolamine (1 ml) in N,N-dimethylformamide (10 ml) was stirred at 70° C. for 7 hours. The solvent was evaporated in vacuo and the residue was mixed with water. The resulting precipitate was collected by filtration, washed with water and recrystallized from a mixture of dioxane, methanol and diisopropyl ether to afford 4-[5-{2-cyano-3-(2-hydroxyethyl)guanidino}methylfuran-2-y... Product: C(#N)N=C(NCC1=CC=C(O1)C=1N=C(SC1)N=C(N)N)NCCO (4-[5-{2-cyano-3-(2-hydroxyethyl)guanidino}methylfuran-2-yl]-2-(diaminomethyleneamino)thiazole). Starting materials: NC(N)=NC=1SC=C(N1)C=1OC(=CC1)CNC(SC)=NC#N (2-(diaminomethyleneamino)-4-[5-(3-cyano-2-methyl-1-isothioureido)methylfuran-2-yl]thiazole), C(O)CN (monoethanolamine). Reaction SMILES: [NH2:1][C:2](=[N:4][C:5]1[S:6][CH:7]=[C:8]([C:10]2[O:11][C:12]([CH2:15][NH:16][C:17](=[N:20][C:21]#[N:22])SC)=[CH:13][CH:14]=2)[N:9]=1)[NH2:3].[CH2:23]([CH2:25][NH2:26])[OH:24]>CN(C)C=O>[C:21]([N:20]=[C:17]([NH:26][CH2:25][CH2:23][OH:24])[NH:16][CH2:15][C:12]1[O:11][C:10]([C:8]2[N:9]=[C:5]([N:4]=[C:2]([NH2:3])[NH2:1])[S:6][CH:7]=2)=[CH:14][CH:13]=1)#[N:22]. Reactants: Brc1cnc2ccc(NCc3cccnc3)nn12, CCCCC=CB(O)O. Product: CCCCC=Cc1cnc2ccc(NCc3cccnc3)nn12. Reaction SMILES: [Br:1][c:2]1[cH:3][n:4][c:5]2[n:6]1[n:7][c:8]([NH:11][CH2:12][c:13]1[cH:14][n:15][cH:16][cH:17][cH:18]1)[cH:9][cH:10]2.[CH:19](=[CH:20][CH2:21][CH2:22][CH2:23][CH3:24])[B:25]([OH:26])[OH:27]>>[c:2]1([CH:19]=[CH:20][CH2:21][CH2:22][CH2:23][CH3:24])[cH:3][n:4][c:5]2[n:6]1[n:7][c:8]([NH:11][CH2:12][c:13]1[cH:14][n:15][cH:16][cH:17][cH:18]1)[cH:9][cH:10]2. The reactants are ClC1=CC=CC(=N1)OC1=C(C=C(C=C1)N)Cl (4-((6-Chloro-2-pyridinyl)oxy)-3-chlorobenzeneamine), C(CC)(=O)Cl (propionyl chloride), N1=CC=CC=C1 (pyridine). The solvent is O (water). Run at time 18 hour. Yields the product ClC=1C=C(C=CC1OC1=NC(=CC=C1)Cl)NC(CC)=O (N-(3-chloro-4-((6-chloro-2-pyridinyl)oxy)phenyl)propionamide). As a reaction SMILES: [Cl:1][C:2]1[N:7]=[C:6]([O:8][C:9]2[CH:14]=[CH:13][C:12]([NH2:15])=[CH:11][C:10]=2[Cl:16])[CH:5]=[CH:4][CH:3]=1.[C:17](Cl)(=[O:20])[CH2:18][CH3:19].N1C=CC=CC=1>O>[Cl:16][C:10]1[CH:11]=[C:12]([NH:15][C:17](=[O:20])[CH2:18][CH3:19])[CH:13]=[CH:14][C:9]=1[O:8][C:6]1[CH:5]=[CH:4][CH:3]=[C:2]([Cl:1])[N:7]=1. Reported procedure: 4-((6-Chloro-2-pyridinyl)oxy)-3-chlorobenzeneamine (7.1 grams; .028 mole) and propionyl chloride (2.6 grams; .028 mole) were contacted in the presence of 40 ml. of dry pyridine and the resulting reaction mixture allowed to stand at ambient temperatures for a period of about 18 hours. The reaction mixture was then poured into 250 ml. of cold water and allowed to stand for about 15 minutes. The resulting product precipitate was recovered by filtration and taken up in boiling benzene and the result... Starting materials: [Al+3], [H-], [H-], [H-], [H-], [Li+], [Na+], [Na+], C1CCOC1, O, O, O, O, O, O, O, O, O, O, COC(=O)c1ccc(C)c(-c2c(C)cc(OCC3(O)CCSCC3)cc2C)c1, O=S(=O)([O-])[O-]. Product: Cc1ccc(CO)cc1-c1c(C)cc(OCC2(O)CCSCC2)cc1C. Reaction SMILES: [Al+3:30].[H-:29].[H-:32].[H-:33].[H-:34].[Li+:31].[Na+:50].[Na+:51].[O:52]1[CH2:53][CH2:54][CH2:55][CH2:56]1.[OH2:35].[OH2:36].[OH2:37].[OH2:38].[OH2:39].[OH2:40].[OH2:41].[OH2:42].[OH2:43].[OH2:44].[OH:1][C:2]1([CH2:8][O:9][c:10]2[cH:11][c:12]([CH3:28])[c:13](-[c:17]3[cH:18][c:19]([C:24](=[O:25])[O:26][CH3:27])[cH:20][cH:21][c:22]3[CH3:23])[c:14]([CH3:16])[cH:15]2)[CH2:3][CH2:4][S:5][CH2:6][CH2:7]1.[S:45]([O-:46])([O-:47])(=[O:48])=[O:49]>>[OH:1][C:2]1([CH2:8][O:9][c:10]2[cH:11][c:12]([CH3:28])[c:13](-[c:17]3[cH:18][c:19]([CH2:24][OH:25])[cH:20][cH:21][c:22]3[CH3:23])[c:14]([CH3:16])[cH:15]2)[CH2:3][CH2:4][S:5][CH2:6][CH2:7]1.